From a dataset of the Open Reaction Database (ORD), a public repository of structured organic reaction records. describe an organic reaction: reactants, conditions, products, and yield The reactants are step-iii, FC=1C=C(CN2N=C(C(=C2C)C2=CN(C3=NC=C(C=C32)C=3C=CC(=C(C3)NS(=O)(=O)C)OC)S(=O)(=O)C3=CC=C(C)C=C3)C)C=CC1 (N-(5-(3-(1-(3-fluorobenzyl)-3,5-dimethyl-1H-pyrazol-4-yl)-1-tosyl-1H-pyrrolo[2,3-b]pyridin-5-yl)-2-methoxy phenyl)methanesulfonamide), [OH-].[Li+] (lithium hydroxide). Solvent: C1CCOC1.CO.O (THF Methanol water). Product: FC=1C=C(CN2N=C(C(=C2C)C2=CNC3=NC=C(C=C32)C=3C=CC(=C(C3)NS(=O)(=O)C)OC)C)C=CC1 (N-(5-(3-(1-(3-fluorobenzyl)-3,5-dimethyl-1H-pyrazol-4-yl)-1H-pyrrolo[2,3-b]pyridin-5-yl)-2-methoxyphenyl)methanesulfonamide). Isolated yield 8.4%. As a reaction SMILES: [F:1][C:2]1[CH:3]=[C:4]([CH:45]=[CH:46][CH:47]=1)[CH2:5][N:6]1[C:10]([CH3:11])=[C:9]([C:12]2[C:20]3[C:15](=[N:16][CH:17]=[C:18]([C:21]4[CH:22]=[CH:23][C:24]([O:32][CH3:33])=[C:25]([NH:27][S:28]([CH3:31])(=[O:30])=[O:29])[CH:26]=4)[CH:19]=3)[N:14](S(C3C=CC(C)=CC=3)(=O)=O)[CH:13]=2)[C:8]([CH3:44])=[N:7]1.[OH-].[Li+]>C1COCC1.CO.O>[F:1][C:2]1[CH:3]=[C:4]([CH:45]=[CH:46][CH:47]=1)[CH2:5][N:6]1[C:10]([CH3:11])=[C:9]([C:12]2[C:20]3[C:15](=[N:16][CH:17]=[C:18]([C:21]4[CH:22]=[CH:23][C:24]([O:32][CH3:33])=[C:25]([NH:27][S:28]([CH3:31])(=[O:30])=[O:29])[CH:26]=4)[CH:19]=3)[NH:14][CH:13]=2)[C:8]([CH3:44])=[N:7]1 |f:1.2,3.4.5|. Reported procedure: Using similar reaction conditions as described in step-iii of example-1, N-(5-(3-(1-(3-fluorobenzyl)-3,5-dimethyl-1H-pyrazol-4-yl)-1-tosyl-1H-pyrrolo[2,3-b]pyridin-5-yl)-2-methoxy phenyl)methanesulfonamide was hydrolyzed with lithium hydroxide (65 mg, 1.56 mmol) in THF/Methanol/water (10/3/2 mL). This yielded 22 mg (8.4% yield) of pure compound after purification by flash chromatography. 1H NMR (DMSO-d6, 300 MHz): δ 11.9 (s, 1H), 9.07 (s, 1H), 8.519-8.515 (d, 2H), 7.827-8.23 (d, 2H), 7.56-7.43 (... The reactants are O=C([O-])[O-], Oc1ccc(OCc2ccccc2)cc1, CCC(C)=O, O=C1CCCC1Cl, [I-], [K+], [K+], [K+]. Product: O=C1CCCC1Oc1ccc(OCc2ccccc2)cc1. As a reaction SMILES: [C:18](=[O:19])([O-:20])[O-:21].[CH2:1]([c:2]1[cH:3][cH:4][cH:5][cH:6][cH:7]1)[O:8][c:9]1[cH:10][cH:11][c:12]([OH:15])[cH:13][cH:14]1.[CH3:31][C:32](=[O:33])[CH2:34][CH3:35].[Cl:24][CH:25]1[C:26](=[O:30])[CH2:27][CH2:28][CH2:29]1.[I-:17].[K+:16].[K+:22].[K+:23]>>[CH2:1]([c:2]1[cH:3][cH:4][cH:5][cH:6][cH:7]1)[O:8][c:9]1[cH:10][cH:11][c:12]([O:15][CH:25]2[C:26](=[O:30])[CH2:27][CH2:28][CH2:29]2)[cH:13][cH:14]1. Starting materials: C(CCC)[Li] (n-butyl lithium), C(C1=CC=CC=C1)(=O)CCCC(=O)O (4-benzoylbutyric acid), [H-].[Na+] (NaH), crude product, C(CC(=O)C)(=O)OC (methyl acetoacetate), [H-].[Na+] (NaH), acid. The solvent is O1CCCC1 (tetrahydrofuran), CCCCCC (hexane), O1CCCC1 (tetrahydrofuran), O1CCCC1 (tetrahydrofuran), CCCCCC (hexane). Yields the product OC=1CC(OC(C1)=O)(C1=CC=CC=C1)CCCC(=O)O (4-(3,6-Dihydro-4-hydroxy-6-oxo-2-phenyl-2H-pyran-2-yl) butyricacid), [Na+].C(C1=CC=CC=C1)(=O)CCCC(=O)[O-] (4-Benzoylbutyric acid sodium salt). As a reaction SMILES: [C:1](OC)(=[O:6])[CH2:2][C:3]([CH3:5])=[O:4].[H-].[Na+:10].C([Li])CCC.[C:16]([CH2:24][CH2:25][CH2:26][C:27]([OH:29])=[O:28])(=[O:23])[C:17]1[CH:22]=[CH:21][CH:20]=[CH:19][CH:18]=1>CCCCCC.O1CCCC1>[OH:4][C:3]1[CH2:5][C:16]([CH2:24][CH2:25][CH2:26][C:27]([OH:29])=[O:28])([C:17]2[CH:22]=[CH:21][CH:20]=[CH:19][CH:18]=2)[O:23][C:1](=[O:6])[CH:2]=1.[Na+:10].[C:16]([CH2:24][CH2:25][CH2:26][C:27]([O-:29])=[O:28])(=[O:23])[C:17]1[CH:22]=[CH:21][CH:20]=[CH:19][CH:18]=1 |f:1.2,8.9|. Reported procedure: The title compound was prepared as described in General Method 1 using 25 mmol of methyl acetoacetate, 27.5 mmol of NaH 60% dispersion in oil, 26.25 mmol of 1.6M n-butyl lithium in hexane in 50 mL of tetrahydrofuran and 25 mmol of 4-benzoylbutyric acid acid sodium salt in 100 mL of tetrahydrofuran. 4-Benzoylbutyric acid sodium salt was prepared by reacting the acid (25 mmol) with hexane washed NaH (17.5 mmol) in tetrahydrofuran at 0° C. for 25 minutes. The crude product was flash chromatographed... The reactants are Cl.FC=1C=C(CN2N=CC(=C2C)C2=CN(C3=NC=C(C=C32)C3=CC=C(C=C3)N3CCNCC3)S(=O)(=O)C3=CC=C(C)C=C3)C=CC1 (3-(1-(3-fluorobenzyl)-5-methyl-1H-pyrazol-4-yl)-5-(4-(piperazin-1-yl)phenyl)-1-tosyl-1H-pyrrolo[2,3-b]pyridine hydrochloride), C[C@@H]1OC1 ((S)-2-methyloxirane). Solvent: C(C)O (ethanol). Product: FC=1C=C(CN2N=CC(=C2C)C2=CN(C3=NC=C(C=C32)C3=CC=C(C=C3)N3CCN(CC3)C[C@H](C)O)S(=O)(=O)C3=CC=C(C)C=C3)C=CC1 ((S)-1-(4-(4-(3-(1-(3-fluorobenzyl)-5-methyl-1H-pyrazol-4-yl)-1-tosyl-1H-pyrrolo[2,3-b]pyridin-5-yl)phenyl)piperazin-1-yl)propan-2-ol). Reaction SMILES: Cl.[F:2][C:3]1[CH:4]=[C:5]([CH:44]=[CH:45][CH:46]=1)[CH2:6][N:7]1[C:11]([CH3:12])=[C:10]([C:13]2[C:21]3[C:16](=[N:17][CH:18]=[C:19]([C:22]4[CH:27]=[CH:26][C:25]([N:28]5[CH2:33][CH2:32][NH:31][CH2:30][CH2:29]5)=[CH:24][CH:23]=4)[CH:20]=3)[N:15]([S:34]([C:37]3[CH:43]=[CH:42][C:40]([CH3:41])=[CH:39][CH:38]=3)(=[O:36])=[O:35])[CH:14]=2)[CH:9]=[N:8]1.[CH3:47][C@H:48]1[CH2:50][O:49]1>C(O)C>[F:2][C:3]1[CH:4]=[C:5]([CH:44]=[CH:45][CH:46]=1)[CH2:6][N:7]1[C:11]([CH3:12])=[C:10]([C:13]2[C:21]3[C:16](=[N:17][CH:18]=[C:19]([C:22]4[CH:27]=[CH:26][C:25]([N:28]5[CH2:33][CH2:32][N:31]([CH2:47][C@@H:48]([OH:49])[CH3:50])[CH2:30][CH2:29]5)=[CH:24][CH:23]=4)[CH:20]=3)[N:15]([S:34]([C:37]3[CH:43]=[CH:42][C:40]([CH3:41])=[CH:39][CH:38]=3)(=[O:35])=[O:36])[CH:14]=2)[CH:9]=[N:8]1 |f:0.1|. Procedure: Using similar reaction conditions as described in step-i of example-82A, 3-(1-(3-fluorobenzyl)-5-methyl-1H-pyrazol-4-yl)-5-(4-(piperazin-1-yl)phenyl)-1-tosyl-1H-pyrrolo[2,3-b]pyridine hydrochloride (230 mg, 0.349 mmol) was alkylated using (S)-2-methyloxirane (41 mg, 0.69 mmol) DIPEA (136 mg, 10 mmol) and ethanol (5 mL) to get 200 mg (crude) of the titled compound. As a reaction SMILES: [CH3:20][C:21]([O:22][C:23](=[O:24])[CH3:25])=[O:26].[N+:1](=[O:2])([O-:3])[c:4]1[cH:5][cH:6][c:7]([CH:8]=[O:9])[cH:10][cH:11]1.[n:12]1[c:13]([CH3:19])[cH:14][c:15]([CH3:18])[cH:16][cH:17]1>>[N+:1](=[O:2])([O-:3])[c:4]1[cH:5][cH:6][c:7]([CH:8]=[CH:19][c:13]2[n:12][cH:17][cH:16][c:15]([CH3:18])[cH:14]2)[cH:10][cH:11]1. The product is Cc1ccnc(C=Cc2ccc([N+](=O)[O-])cc2)c1. The reactants are CC(=O)OC(C)=O, O=Cc1ccc([N+](=O)[O-])cc1, Cc1ccnc(C)c1. Reactants: [Cl-].COC(CCC(=O)O)=O (succinic acid methyl ester chloride), S1C(=CC=C1)CN1C=NC=C1 (1-(thien-2-ylmethyl)-imidazole), [Cl-].[Al+3].[Cl-].[Cl-] (aluminium chloride), C(CN(CC(=O)O)CC(=O)O)N(CC(=O)O)CC(=O)O (ethylenediaminetetraacetic acid), ice, [OH-].[Na+] (sodium hydroxide). Solvent: ClCCCl (1,2-dichloroethane), ClCCCl (1,2-dichloroethane). Run at temperature 50 celsius, time 3 hour. Yields the product COC(CCC(=O)C=1SC(=CC1)CC=1NC=CN1)=O (4-[5-(1-Imidazolylmethyl)-thien-2-yl]-4-oxo-butyric acid methyl ester). Reaction SMILES: [Cl-].[CH3:2][O:3][C:4](=[O:10])[CH2:5][CH2:6][C:7](O)=[O:8].[S:11]1[CH:15]=[CH:14][CH:13]=[C:12]1[CH2:16]N1C=CN=C1.[Cl-].[Al+3].[Cl-].[Cl-].[CH2:26]([N:37]([CH2:42]C(O)=O)CC(O)=O)[CH2:27][N:28](CC(O)=O)CC(O)=O.[OH-].[Na+]>ClCCCl>[CH3:2][O:3][C:4](=[O:10])[CH2:5][CH2:6][C:7]([C:15]1[S:11][C:12]([CH2:16][C:42]2[NH:37][CH:26]=[CH:27][N:28]=2)=[CH:13][CH:14]=1)=[O:8] |f:0.1,3.4.5.6,8.9|. Procedure details: 19.5 g of succinic acid methyl ester chloride and then a solution of 20 g of 1-(thien-2-ylmethyl)-imidazole in 200 ml of 1,2-dichloroethane are added dropwise to a suspension of 53.5 g of aluminium chloride in 240 ml of 1,2-dichloroethane, whilst cooling with ice. The mixture is then stirred at 50° C. for 3 hours. After it has been cooled, the reaction mixture is stirred into a mixture of 147.3 g of ethylenediaminetetraacetic acid and 500 g of ice and is brought to about pH 8 by addition of dilu...